This data is from the Open Reaction Database (ORD), a public repository of structured organic reaction records. The task is: describe an organic reaction: reactants, conditions, products, and yield Yields the product C(C=C)NCCC=1OC2=C(C1)C=C(C=C2)C2=NC=C(C=C2)C(=O)N2CCOCC2 (N-allyl-N-(2-{5-[5-(4-morpholinylcarbonyl)-2-pyridinyl]-1-benzofuran-2-yl}ethyl)amine). Reactants: CS(=O)(=O)OCCC=1OC2=C(C1)C=C(C=C2)C2=NC=C(C=C2)C(=O)N2CCOCC2 (2-{5-[5-(4-morpholinylcarbonyl)-2-pyridinyl]-1-benzofuran-2-yl}ethyl methanesulfonate), C(C=C)N (allylamine). As a reaction SMILES: CS(O[CH2:6][CH2:7][C:8]1[O:9][C:10]2[CH:16]=[CH:15][C:14]([C:17]3[CH:22]=[CH:21][C:20]([C:23]([N:25]4[CH2:30][CH2:29][O:28][CH2:27][CH2:26]4)=[O:24])=[CH:19][N:18]=3)=[CH:13][C:11]=2[CH:12]=1)(=O)=O.[CH2:31]([NH2:34])[CH:32]=[CH2:33]>>[CH2:31]([NH:34][CH2:6][CH2:7][C:8]1[O:9][C:10]2[CH:16]=[CH:15][C:14]([C:17]3[CH:22]=[CH:21][C:20]([C:23]([N:25]4[CH2:26][CH2:27][O:28][CH2:29][CH2:30]4)=[O:24])=[CH:19][N:18]=3)=[CH:13][C:11]=2[CH:12]=1)[CH:32]=[CH2:33]. Procedure details: The product from Example 44E and allylamine were processed as described in Example 1D to provide the titled compound. 1HNMR (300 MHz, CD3OD) δ8.70 (m, 1H), 8.24 (d, J=1.8 Hz, 1H), 7.96 (m, 3H), 7.59 (d, J=8.7 Hz, 1H), 6.81 (s, 1H), 5.95 (m, 1H), 5.55 (m, 2H), 3.25-3.8 (m, 14H); MS (DCI) m/z 392 (M+H)+; The reactants are COc1n[nH]c2ncc(N)cc12, CCN=C=NCCCN(C)C, CN(C)C=O, CCOC(C)=O, CCCS(=O)(=O)Nc1ccc(Cl)c(C(=O)O)c1Cl, On1nnc2ccccc21. Product: CCCS(=O)(=O)Nc1ccc(Cl)c(C(=O)Nc2cnc3[nH]nc(OC)c3c2)c1Cl. Reaction SMILES: [CH3:1][O:2][c:3]1[n:4][nH:5][c:6]2[n:7][cH:8][c:9]([NH2:12])[cH:10][c:11]12.[CH3:31][CH2:32][N:33]=[C:34]=[N:35][CH2:36][CH2:37][CH2:38][N:39]([CH3:40])[CH3:41].[CH3:52][N:53]([CH3:54])[CH:55]=[O:56].[CH3:57][CH2:58][O:59][C:60](=[O:61])[CH3:62].[Cl:13][c:14]1[c:15]([C:16](=[O:17])[OH:18])[c:19]([Cl:30])[cH:20][cH:21][c:22]1[NH:23][S:24](=[O:25])(=[O:26])[CH2:27][CH2:28][CH3:29].[OH:42][n:43]1[c:44]2[c:45]([cH:46][cH:47][cH:48][cH:49]2)[n:50][n:51]1>>[CH3:1][O:2][c:3]1[n:4][nH:5][c:6]2[n:7][cH:8][c:9]([NH:12][C:16]([c:15]3[c:14]([Cl:13])[c:22]([NH:23][S:24](=[O:25])(=[O:26])[CH2:27][CH2:28][CH3:29])[cH:21][cH:20][c:19]3[Cl:30])=[O:17])[cH:10][c:11]12. Reactants: C(=O)(OC(C)(C)C)N1C[C@@H](CC1)O ((R)-(+)-1-Boc-3-pyrrolidinol), CC(=O)OI1(C=2C=CC=CC2C(=O)O1)(OC(=O)C)OC(=O)C (Dess-Martin). Yields the product C(=O)(OC(C)(C)C)N1CC(CC1)=O (1-Boc-3-pyrrolidinone). RXN SMILES: [C:1]([N:8]1[CH2:12][CH2:11][C@@H:10]([OH:13])[CH2:9]1)([O:3][C:4]([CH3:7])([CH3:6])[CH3:5])=[O:2].CC(OI1(OC(C)=O)(OC(C)=O)OC(=O)C2C=CC=CC1=2)=O>>[C:1]([N:8]1[CH2:12][CH2:11][C:10](=[O:13])[CH2:9]1)([O:3][C:4]([CH3:7])([CH3:6])[CH3:5])=[O:2]. Procedure: Prepared from (R)-(+)-1-Boc-3-pyrrolidinol using the Dess-Martin oxidation (Dess, D. B.; Martin, J. C.; J. Am. Chem. Soc., 1991, 113, 7277)(85%). The reactants are [N-]=[N+]=[N-].[Na+] (sodium azide), C([O-])(O)=O.[Na+] (sodium bicarbonate), CNC(=O)[C@H]1C[C@H](CCC1)C(=O)OC ((±)-cis-Methyl 3-(methylcarbamoyl)cyclohexanecarboxylate), FC(S(=O)(=O)OS(=O)(=O)C(F)(F)F)(F)F (trifluoromethanesulfonic anhydride). Solvent: C(C)#N (Acetonitrile), CCOC(=O)C (EtOAc). Run at temperature 0 celsius. The product is CN1N=NN=C1[C@H]1C[C@H](CCC1)C(=O)OC ((±)-cis-methyl 3-(1-methyl-1H-tetrazol-5-yl)cyclohexanecarboxylate). The yield is 67.6%. As a reaction SMILES: [CH3:1][NH:2][C:3]([C@@H:5]1[CH2:10][CH2:9][CH2:8][C@H:7]([C:11]([O:13][CH3:14])=[O:12])[CH2:6]1)=O.[N-:15]=[N+:16]=[N-:17].[Na+].FC(F)(F)S(OS(C(F)(F)F)(=O)=O)(=O)=O.C(=O)(O)[O-].[Na+]>C(#N)C.CCOC(C)=O>[CH3:1][N:2]1[C:3]([C@@H:5]2[CH2:10][CH2:9][CH2:8][C@H:7]([C:11]([O:13][CH3:14])=[O:12])[CH2:6]2)=[N:17][N:16]=[N:15]1 |f:1.2,4.5|. Reported procedure: (±)-cis-Methyl 3-(methylcarbamoyl)cyclohexanecarboxylate (460 mg, 2.309 mmol) was dissolved in Acetonitrile (5 mL) at 25° C. under nitrogen with stirring, then sodium azide (150 mg, 2.309 mmol) was added. Cooled to 0° C. then added trifluoromethanesulfonic anhydride (0.390 mL, 2.309 mmol) dropwise over 2 minutes. The reaction was a colorless solution. Stirred for 20 hours then added sat'd sodium bicarbonate and stirred for 15 minutes, then added a little EtOAc and concentrated in vacuo the aceto... RXN SMILES: [C:26]([O:27][BH-:28]([O:29][C:30](=[O:31])[CH3:32])[O:33][C:34](=[O:35])[CH3:36])(=[O:37])[CH3:38].[CH3:22][C:23](=[O:24])[OH:25].[CH:14](=[O:15])[c:16]1[cH:17][cH:18][cH:19][cH:20][cH:21]1.[Cl:42][CH2:43][Cl:44].[N+:1](=[O:2])([O-:3])[c:4]1[cH:5][c:6]2[c:7]([NH2:13])[n:8][nH:9][c:10]2[cH:11][cH:12]1.[Na+:39].[Na+:41].[OH-:40]>>[N+:1](=[O:2])([O-:3])[c:4]1[cH:5][c:6]2[c:7]([NH:13][CH2:14][c:16]3[cH:17][cH:18][cH:19][cH:20][cH:21]3)[n:8][nH:9][c:10]2[cH:11][cH:12]1. Product: O=[N+]([O-])c1ccc2[nH]nc(NCc3ccccc3)c2c1. Starting materials: CC(=O)O[BH-](OC(C)=O)OC(C)=O, CC(=O)O, O=Cc1ccccc1, ClCCl, Nc1n[nH]c2ccc([N+](=O)[O-])cc12, [Na+], [Na+], [OH-]. The reactants are Cc1ccc(S(=O)(=O)OCC2CCCN2C(=O)OC(C)(C)C)cc1, [H-], [Na+], CN(C)C=O, Oc1ccc(-n2cccc2)cc1. The product is CC(C)(C)OC(=O)N1CCCC1COc1ccc(-n2cccc2)cc1. As a reaction SMILES: [C:15]([CH3:16])([CH3:17])([CH3:18])[O:19][C:20](=[O:21])[N:22]1[CH:23]([CH2:27][O:28][S:29]([c:30]2[cH:31][cH:32][c:33]([CH3:34])[cH:35][cH:36]2)(=[O:37])=[O:38])[CH2:24][CH2:25][CH2:26]1.[H-:2].[Na+:1].[O:39]=[CH:40][N:41]([CH3:42])[CH3:43].[n:3]1(-[c:8]2[cH:9][cH:10][c:11]([OH:14])[cH:12][cH:13]2)[cH:4][cH:5][cH:6][cH:7]1>>[n:3]1(-[c:8]2[cH:9][cH:10][c:11]([O:14][CH2:27][CH:23]3[N:22]([C:20]([O:19][C:15]([CH3:16])([CH3:17])[CH3:18])=[O:21])[CH2:26][CH2:25][CH2:24]3)[cH:12][cH:13]2)[cH:4][cH:5][cH:6][cH:7]1. The reactants are C(C)(C)SC1=CC=C(C=C1)C1OC1 (4-isopropylthiophenyloxirane), CN (methylamine). Solvent: CO (methanol). Yields the product CNCC(O)C1=CC=C(C=C1)SC(C)C (N-methyl-N-[2-(4-isopropylthiophenyl)-2-hydroxyethyl]amine). As a reaction SMILES: [CH:1]([S:4][C:5]1[CH:10]=[CH:9][C:8]([CH:11]2[CH2:13][O:12]2)=[CH:7][CH:6]=1)([CH3:3])[CH3:2].[CH3:14][NH2:15]>CO>[CH3:14][NH:15][CH2:13][CH:11]([C:8]1[CH:9]=[CH:10][C:5]([S:4][CH:1]([CH3:3])[CH3:2])=[CH:6][CH:7]=1)[OH:12]. Procedure details: A solution of 842 mg of 4-isopropylthiophenyloxirane in 30 ml of methanol which contained 20% of methylamine was reacted at 70° C. in a sealed tube for 41 hours. After allowing the reaction mixture to cool down, the reaction mixture was concentrated under reduced pressure and the residue was purified by column chromatography on silica gel (eluent: a 10:1 mixture of chloroform and methanol) to give 428 mg of an oily substance. Starting materials: C(C)(C)(C)OC(NC1=C(C=C(C(=C1)C)C(F)(F)F)NC(CC(=O)C1=CC(=CC=C1)Br)=O)=O ({2-[3-(3-bromo-phenyl)-3-oxo-propionylamino]-5-methyl-4-trifluoromethyl-phenyl}-carbamic acid tert-butyl ester), C(=O)(C(F)(F)F)O (TFA). The solvent is C(Cl)Cl (DCM). The product is BrC=1C=C(C=CC1)C1=NC2=C(NC(C1)=O)C=C(C(=C2)C)C(F)(F)F (4-(3-Bromo-phenyl)-7-methyl-8-trifluoromethyl-1,3-dihydro-benzo[b][1,4]diazepin-2-one), solid. The yield is 64.0%. RXN SMILES: C(OC(=O)[NH:7][C:8]1[CH:13]=[C:12]([CH3:14])[C:11]([C:15]([F:18])([F:17])[F:16])=[CH:10][C:9]=1[NH:19][C:20](=[O:31])[CH2:21][C:22]([C:24]1[CH:29]=[CH:28][CH:27]=[C:26]([Br:30])[CH:25]=1)=O)(C)(C)C.C(O)(C(F)(F)F)=O>C(Cl)Cl>[Br:30][C:26]1[CH:25]=[C:24]([C:22]2[CH2:21][C:20](=[O:31])[NH:19][C:9]3[CH:10]=[C:11]([C:15]([F:18])([F:17])[F:16])[C:12]([CH3:14])=[CH:13][C:8]=3[N:7]=2)[CH:29]=[CH:28][CH:27]=1. Procedure: ) The title compound was prepared from the above described {2-[3-(3-bromo-phenyl)-3-oxo-propionylamino]-5-methyl-4-trifluoromethyl-phenyl}-carbamic acid tert-butyl ester (3.50 g, 6.79 mmol) and TFA (20 mL) in DCM (60 mL) according to general procedure I step 2. Obtained as a light yellow solid (1.79 g, 64%). MS (ISP) 397.1 [(M+H)+] and 399.1 [(M+2+H)+]; mp 198-202° C. Starting materials: potassium tert.butylate, BrCC1OCC2OC(OC2CO1)(C)C (4-bromomethyl-9,9-dimethyl-3,5,8,10-tetraoxabicyclo[5.3.0]decane). Solvent: O (water), C1CCOC1 (THF). Yields the product C=C1OCC2OC(OC2CO1)(C)C (4-methylene-9,9-dimethyl-3,5,8,10-tetraoxabicyclo[5.3.0]decane). Isolated yield 69.0%. As a reaction SMILES: Br[CH2:2][CH:3]1[O:12][CH2:11][CH:10]2[CH:6]([O:7][C:8]([CH3:14])([CH3:13])[O:9]2)[CH2:5][O:4]1>O.C1COCC1>[CH2:2]=[C:3]1[O:4][CH2:5][CH:6]2[CH:10]([O:9][C:8]([CH3:14])([CH3:13])[O:7]2)[CH2:11][O:12]1. Reported procedure: 0.943 mol (105.8 g) of potassium tert.butylate were dissolved in 800 ml of water-free THF. A solution of 865 mmol (231 g) of 4-bromomethyl-9,9-dimethyl-3,5,8,10-tetraoxabicyclo[5.3.0]decane in 800 ml of THF were added dropwise within 90 minutes with stirring and the mixture was subsequently heated for 6 h under reflux. The resulting KBr was filtered and the THF was subsequently distilled under a filter pump vacuum. The dark brown residue underwent fractional distillation under vacuum. 111.2 g of... Reactants: COc1cc(N)ccn1, O=C=Nc1ccccc1, c1ccccc1. The product is COc1cc(NC(=O)Nc2ccccc2)ccn1. RXN SMILES: [CH3:1][O:2][c:3]1[n:4][cH:5][cH:6][c:7]([NH2:9])[cH:8]1.[O:10]=[C:11]=[N:12][c:13]1[cH:14][cH:15][cH:16][cH:17][cH:18]1.[cH:19]1[cH:20][cH:21][cH:22][cH:23][cH:24]1>>[CH3:1][O:2][c:3]1[n:4][cH:5][cH:6][c:7]([NH:9][C:11](=[O:10])[NH:12][c:13]2[cH:14][cH:15][cH:16][cH:17][cH:18]2)[cH:8]1.